This data is from the Open Reaction Database (ORD), a public repository of structured organic reaction records. The task is: describe an organic reaction: reactants, conditions, products, and yield Reactants: NC=1C=C(C=C(C(=O)O)C1)C(=O)O (5-Aminoisophthalic acid), C(C)(=O)OC(C)=O (acetic anhydride), CC(=O)[O-].[K+] (KOAc). Run at temperature 20 celsius, time 45 minute. The product is C(C)(=O)NC=1C=C(C=C(C(=O)O)C1)C(=O)O (5-Acetoamidoisophthalic Acid). As a reaction SMILES: [NH2:1][C:2]1[CH:3]=[C:4]([C:11]([OH:13])=[O:12])[CH:5]=[C:6]([CH:10]=1)[C:7]([OH:9])=[O:8].[C:14](OC(=O)C)(=[O:16])[CH3:15].CC([O-])=O.[K+]>>[C:14]([NH:1][C:2]1[CH:3]=[C:4]([C:11]([OH:13])=[O:12])[CH:5]=[C:6]([CH:10]=1)[C:7]([OH:9])=[O:8])(=[O:16])[CH3:15] |f:2.3|. Procedure details: 5-Aminoisophthalic acid (30.33 g, 0.167 mol) was charged into a 250 mL round bottom flask with acetic anhydride (56.24 g, 0.551 mol) and KOAc (0.88 g). The reaction temperature was 60°-110° C. for 45 minutes. The resulting white solid was filtered after the reaction was allowed to cool to room temperature (about 20° C.). Yield 31.98 g (86%). 1H NMR (d-6 DMSO)--10.30, 8.41, 8.14, 2.06. 13C NMR (d-6 DMSO)--69.17, 166.82, 140.16, 131.92, 124,61, 123.59, 24.05. Yields the product O=C(O)C1=C(CCl)CSC2C(NC(=S)Cc3cc(Cl)ccc3Cl)C(=O)N12. RXN SMILES: [CH3:40][O:41][c:42]1[cH:43][cH:44][cH:45][cH:46][cH:47]1.[Cl:55][CH2:56][Cl:57].[OH:48][C:49]([C:50]([F:51])([F:52])[F:53])=[O:54].[c:1]1([CH:2]([c:3]2[cH:4][cH:5][cH:6][cH:7][cH:8]2)[O:14][C:15](=[O:16])[C:17]2=[C:24]([CH2:25][Cl:26])[CH2:23][S:22][CH:21]3[N:18]2[C:19](=[O:39])[CH:20]3[NH:27][C:28]([CH2:29][c:30]2[c:31]([Cl:37])[cH:32][cH:33][c:34]([Cl:36])[cH:35]2)=[S:38])[cH:9][cH:10][cH:11][cH:12][cH:13]1>>[O:14]=[C:15]([OH:16])[C:17]1=[C:24]([CH2:25][Cl:26])[CH2:23][S:22][CH:21]2[N:18]1[C:19](=[O:39])[CH:20]2[NH:27][C:28]([CH2:29][c:30]1[c:31]([Cl:37])[cH:32][cH:33][c:34]([Cl:36])[cH:35]1)=[S:38]. The reactants are COc1ccccc1, ClCCl, O=C(O)C(F)(F)F, O=C(OC(c1ccccc1)c1ccccc1)C1=C(CCl)CSC2C(NC(=S)Cc3cc(Cl)ccc3Cl)C(=O)N12. Reactants: C1CCC2=NCCCN2CC1 (DBU), ClC1=C(C(=O)C2=C(SC(=C2)CC)NC=C[N+](=O)[O-])C=CC=C1 (3-(2-chlorobenzoyl)-2-(2-nitroethenylamino)-5-ethylthiophene). Solvent: C1=CC=CC=C1 (benzene). Yields the product ClC1=C(C=CC=C1)C1=C2C(=NC=C1[N+](=O)[O-])SC(=C2)CC (4-(2-chlorophenyl)-2-ethyl-5-nitrothieno[2,3-b]pyridine). The yield is 89.1%. Reaction SMILES: C1CCN2C(=NCCC2)CC1.[Cl:12][C:13]1[CH:33]=[CH:32][CH:31]=[CH:30][C:14]=1[C:15]([C:17]1[CH:21]=[C:20]([CH2:22][CH3:23])[S:19][C:18]=1[NH:24][CH:25]=[CH:26][N+:27]([O-:29])=[O:28])=O>C1C=CC=CC=1>[Cl:12][C:13]1[CH:33]=[CH:32][CH:31]=[CH:30][C:14]=1[C:15]1[C:26]([N+:27]([O-:29])=[O:28])=[CH:25][N:24]=[C:18]2[S:19][C:20]([CH2:22][CH3:23])=[CH:21][C:17]=12. Procedure details: To a solution of DBU (5.1 g) in benzene (50 ml) was added dropwise a solution of 3-(2-chlorobenzoyl)-2-(2-nitroethenylamino)-5-ethylthiophene (5.1 g) in dioxanebenzene (1:1, 30 ml) over one hour with stirring under reflux. After refluxing for additional one hour, the mixture was washed with water and dried over MgSO4. The solvent was distilled off and to the residue was added isopropyl ether to obtain 4-(2-chlorophenyl)-2-ethyl-5-nitrothieno[2,3-b]pyridine as crystals (4.3 g, 89.0%). The crystal... Starting materials: C(C)OC(C(CC(C)=O)=O)=O (2,4-dioxopentanoic acid ethyl ester), ClC1=C(C(=CC=C1)Cl)NN (2,6 dichlorophenyl hydrazine), C(C)(=O)O (acetic acid). Solvent: C(C)O (ethanol). Reaction conditions: temperature 80 celsius. The product is C(C)OC(=O)C1=NN(C(=C1)C)C1=C(C=CC=C1Cl)Cl (1-(2,6-dichlorophenyl)-5-methyl-1H-pyrazole-3-carboxylic acid ethyl ester). Isolated yield 66.7%. Reaction SMILES: [CH2:1]([O:3][C:4](=[O:11])[C:5](=O)[CH2:6][C:7](=O)[CH3:8])[CH3:2].[Cl:12][C:13]1[CH:18]=[CH:17][CH:16]=[C:15]([Cl:19])[C:14]=1[NH:20][NH2:21].C(O)(=O)C>C(O)C>[CH2:1]([O:3][C:4]([C:5]1[CH:6]=[C:7]([CH3:8])[N:20]([C:14]2[C:13]([Cl:12])=[CH:18][CH:17]=[CH:16][C:15]=2[Cl:19])[N:21]=1)=[O:11])[CH3:2]. Procedure: Into a 2000 mL flask was weighed 35.33 g (223.5 mmol) of 2,4-dioxopentanoic acid ethyl ester, 50 g (234.7 mmol) of 2,6 dichlorophenyl hydrazine, 400 mL of acetic acid and 400 mL of ethanol. The resulting solution was heated at 80° C. for 18 h and was then cooled and was washed into a separatory funnel with 1.0 M aq. NaOH and ethyl acetate. The organic layer was separated, washed with sat. aq. NaHCO3, brine, dried over Na2SO4, and was concentrated in vacuo. The residue was recrystallized from EtO... The reactants are O=C([O-])[O-], COC(=O)Cc1cccc(OCCC(C)OS(=O)(=O)c2ccc(C)cc2)c1, CC#N, [K+], [K+], CC(CN)c1ccccc1. The product is COC(=O)Cc1cccc(OCCC(C)NCC(C)c2ccccc2)c1. RXN SMILES: [C:38](=[O:39])([O-:40])[O-:41].[CH3:1][O:2][C:3]([CH2:4][c:5]1[cH:6][c:7]([O:11][CH2:12][CH2:13][CH:14]([CH3:15])[O:16][S:17]([c:18]2[cH:19][cH:20][c:21]([CH3:22])[cH:23][cH:24]2)(=[O:25])=[O:26])[cH:8][cH:9][cH:10]1)=[O:27].[CH3:44][C:45]#[N:46].[K+:42].[K+:43].[c:28]1([CH:34]([CH2:35][NH2:36])[CH3:37])[cH:29][cH:30][cH:31][cH:32][cH:33]1>>[CH3:1][O:2][C:3]([CH2:4][c:5]1[cH:6][c:7]([O:11][CH2:12][CH2:13][CH:14]([CH3:15])[NH:36][CH2:35][CH:34]([c:28]2[cH:29][cH:30][cH:31][cH:32][cH:33]2)[CH3:37])[cH:8][cH:9][cH:10]1)=[O:27]. Starting materials: C1(CCCCC1)NC1=NC(=NC=C1C=1N=NNN1)NC1=CC=C(C=C1)S(=O)(=NC(=O)OCC)C ((RS)—S-(4-{[4-(cyclohexylamino)-5-(2H-tetrazol-5-yl)-pyrimidine-2-yl]amino}phenyl)-N-(ethoxycarbonyl)-S-methylsulfoximide), C(C1=CC=CC=C1)Br (benzyl bromide), C([O-])([O-])=O.[K+].[K+] (potassium carbonate), [I-].[K+] (potassium iodide). Solvent: CC(CC)=O (2-butanone). Product: C(C1=CC=CC=C1)N1N=C(N=N1)C=1C(=NC(=NC1)NC1=CC=C(C=C1)S(=O)(=NC(=O)OCC)C)NC1CCCCC1 ((RS)—S-(4-{[5-(2-benzyl-2H-tetrazol-5-yl)-4-(cyclohexylamino)pyrimidine-2-yl]amino}phenyl)-N-(ethoxycarbonyl)-S-methylsulfoximide). As a reaction SMILES: [CH:1]1([NH:7][C:8]2[C:13]([C:14]3[N:15]=[N:16][NH:17][N:18]=3)=[CH:12][N:11]=[C:10]([NH:19][C:20]3[CH:25]=[CH:24][C:23]([S:26]([CH3:34])(=[N:28][C:29]([O:31][CH2:32][CH3:33])=[O:30])=[O:27])=[CH:22][CH:21]=3)[N:9]=2)[CH2:6][CH2:5][CH2:4][CH2:3][CH2:2]1.[CH2:35](Br)[C:36]1[CH:41]=[CH:40][CH:39]=[CH:38][CH:37]=1.C(=O)([O-])[O-].[K+].[K+].[I-].[K+]>CC(=O)CC>[CH2:35]([N:17]1[N:16]=[N:15][C:14]([C:13]2[C:8]([NH:7][CH:1]3[CH2:2][CH2:3][CH2:4][CH2:5][CH2:6]3)=[N:9][C:10]([NH:19][C:20]3[CH:25]=[CH:24][C:23]([S:26]([CH3:34])(=[N:28][C:29]([O:31][CH2:32][CH3:33])=[O:30])=[O:27])=[CH:22][CH:21]=3)=[N:11][CH:12]=2)=[N:18]1)[C:36]1[CH:41]=[CH:40][CH:39]=[CH:38][CH:37]=1 |f:2.3.4,5.6|. Procedure details: 50 mg (0.1 mmol) (RS)—S-(4-{[4-(cyclohexylamino)-5-(2H-tetrazol-5-yl)-pyrimidine-2-yl]amino}phenyl)-N-(ethoxycarbonyl)-S-methylsulfoximide, 18 mg (0.1 mmol) benzyl bromide, 71 mg (0.51 mmol) potassium carbonate and 17 mg (0.1 mmol) potassium iodide in 1.6 ml 2-butanone are stirred for 6 hours at 80° C. After cooling, the mixture is absorbed onto silica gel and purified chromatographically (DCM/EtOH 95:5). 43 mg (0.07 mmol; corresponding to 73% of theory) of the product is obtained. The reactants are C1(CC1)C(C)(C1=CC=C(C=C1)F)C1=CNC2=C(C=CC=C12)CSC (3-[1-Cyclopropyl-1-(4-fluorophenyl)ethyl]-7-[(methylsulfanyl)methyl]-1H-indole), CC(CC#N)C(C1=CC=C(C=C1)C(F)(F)F)C1=CNC2=C(C=CC=C12)CS(=O)C (3-Methyl-4-{7-[(methylsulfinyl)methyl]-1H-indol-3-yl}-4-[4-(trifluoromethyl)phenyl]butanonitrile). Product: C1(CC1)C(C)(C1=CC=C(C=C1)F)C1=CNC2=C(C=CC=C12)CS(=O)C (3-[1-Cyclopropyl-1-(4-fluorophenyl)ethyl]-7-[(methylsulfinyl)methyl]-1H-indole). RXN SMILES: [CH:1]1([C:4]([C:13]2[C:21]3[C:16](=[C:17]([CH2:22][S:23][CH3:24])[CH:18]=[CH:19][CH:20]=3)[NH:15][CH:14]=2)([C:6]2[CH:11]=[CH:10][C:9]([F:12])=[CH:8][CH:7]=2)[CH3:5])[CH2:3][CH2:2]1.CC(C(C1C2C(=C(CS(C)=[O:52])C=CC=2)NC=1)C1C=CC(C(F)(F)F)=CC=1)CC#N>>[CH:1]1([C:4]([C:13]2[C:21]3[C:16](=[C:17]([CH2:22][S:23]([CH3:24])=[O:52])[CH:18]=[CH:19][CH:20]=3)[NH:15][CH:14]=2)([C:6]2[CH:11]=[CH:10][C:9]([F:12])=[CH:8][CH:7]=2)[CH3:5])[CH2:3][CH2:2]1. Reported procedure: The title compound was prepared starting from 273 mg (0.81 mmol) of the compound from Example 95 in analogy to the synthesis of the compound from Example 91. 213 mg (73% of theory) of the target compound were obtained as mixture of diastereomers. Reactants: C(C)C=1N(C=C(N1)C1=CC=CC=C1)C1=CC=C(C=C1)CCNC(OC1=CC=CC=C1)=O (phenyl 2-[4-(2-ethyl-4-phenyl-1H-imidazol-1-yl)phenyl]ethylcarbamate), CC=1C=CC(=NC1)S(=O)(=O)N (5-methylpyridine-2-sulfonamide), C1CCC2=NCCCN2CC1 (DBU). Solvent: C(C)#N (acetonitrile). Reaction conditions: time 8 hour. Yields the product C(C)C=1N(C=C(N1)C1=CC=CC=C1)C1=CC=C(C=C1)CCNC(=O)NS(=O)(=O)C1=NC=C(C=C1)C (N-[({2-[4-(2-ethyl-4-phenyl-1H-imidazol-1-yl)phenyl]ethyl}amino)carbonyl]-5-methyl-2-pyridinesulfonamide). The yield is 59.2%. As a reaction SMILES: [CH2:1]([C:3]1[N:4]([C:14]2[CH:19]=[CH:18][C:17]([CH2:20][CH2:21][NH:22][C:23](=[O:31])OC3C=CC=CC=3)=[CH:16][CH:15]=2)[CH:5]=[C:6]([C:8]2[CH:13]=[CH:12][CH:11]=[CH:10][CH:9]=2)[N:7]=1)[CH3:2].[CH3:32][C:33]1[CH:34]=[CH:35][C:36]([S:39]([NH2:42])(=[O:41])=[O:40])=[N:37][CH:38]=1.C1CCN2C(=NCCC2)CC1>C(#N)C>[CH2:1]([C:3]1[N:4]([C:14]2[CH:19]=[CH:18][C:17]([CH2:20][CH2:21][NH:22][C:23]([NH:42][S:39]([C:36]3[CH:35]=[CH:34][C:33]([CH3:32])=[CH:38][N:37]=3)(=[O:41])=[O:40])=[O:31])=[CH:16][CH:15]=2)[CH:5]=[C:6]([C:8]2[CH:9]=[CH:10][CH:11]=[CH:12][CH:13]=2)[N:7]=1)[CH3:2]. Reported procedure: A mixture of phenyl 2-[4-(2-ethyl-4-phenyl-1H-imidazol-1-yl)phenyl]ethylcarbamate (203 mg, 0.50 mmol), 5-methylpyridine-2-sulfonamide (86 mg, 0.50 mmol) and DBU (82 μL, 0.55 mmol) in acetonitrile (5 mL) was stirred for overnight at ambient temperature. Then, the volatile components were removed by evaporation and the residue was dissolved in dichloromethane. The organic phase was washed with water, dried (MgSO4) and concentrated. The residue was purified by TLC with dichloromethane/methanol (10:... Reactants: CCOC(=O)c1c(O)cc(C2CC2)nc1O, Cl, N. The product is Oc1cc(O)nc(C2CC2)c1. RXN SMILES: [CH2:1]([O:2][C:3](=[O:4])[c:5]1[c:6]([OH:15])[n:7][c:8]([CH:12]2[CH2:13][CH2:14]2)[cH:9][c:10]1[OH:11])[CH3:16].[ClH:18].[NH3:17]>>[cH:5]1[c:6]([OH:15])[n:7][c:8]([CH:12]2[CH2:13][CH2:14]2)[cH:9][c:10]1[OH:11]. Starting materials: C(#N)[BH3-].[Na+] (Sodium cyanoborohydride), C1(CCCC1)OC([C@H](CCOC1=C(C=C2C(=CC=NC2=C1)OC1=CC=C(C=C1)NC(C1=CC=CC=C1)=O)OC)N)=O ((S)-2-Amino-4-[4-(4-benzoylamino-phenoxy)-6-methoxy-quinolin-7-yloxy]-butyric acid cyclopentyl ester), solution, C(C(C)C)=O (isobutyraldehyde). Reagents/catalysts: C(C)(=O)O (acetic acid). Solvent: CO (methanol), CO (methanol). Conditions: time 3 hour. The product is C1(CCCC1)OC([C@H](CCOC1=C(C=C2C(=CC=NC2=C1)OC1=CC=C(C=C1)NC(C1=CC=CC=C1)=O)OC)NCC(C)C)=O ((S)-4-[4-(4-Benzoylamino-phenoxy)-6-methoxy-quinolin-7-yloxy]-2-isobutylamino-butyric acid cyclopentyl ester), di-TFA. The yield is 72.0%. RXN SMILES: [CH:1]1([O:6][C:7](=[O:41])[C@@H:8]([NH2:40])[CH2:9][CH2:10][O:11][C:12]2[CH:21]=[C:20]3[C:15]([C:16]([O:22][C:23]4[CH:28]=[CH:27][C:26]([NH:29][C:30](=[O:37])[C:31]5[CH:36]=[CH:35][CH:34]=[CH:33][CH:32]=5)=[CH:25][CH:24]=4)=[CH:17][CH:18]=[N:19]3)=[CH:14][C:13]=2[O:38][CH3:39])[CH2:5][CH2:4][CH2:3][CH2:2]1.[CH:42](=O)[CH:43]([CH3:45])[CH3:44].C([BH3-])#N.[Na+]>CO.C(O)(=O)C>[CH:1]1([O:6][C:7](=[O:41])[C@@H:8]([NH:40][CH2:42][CH:43]([CH3:45])[CH3:44])[CH2:9][CH2:10][O:11][C:12]2[CH:21]=[C:20]3[C:15]([C:16]([O:22][C:23]4[CH:28]=[CH:27][C:26]([NH:29][C:30](=[O:37])[C:31]5[CH:32]=[CH:33][CH:34]=[CH:35][CH:36]=5)=[CH:25][CH:24]=4)=[CH:17][CH:18]=[N:19]3)=[CH:14][C:13]=2[O:38][CH3:39])[CH2:5][CH2:4][CH2:3][CH2:2]1 |f:2.3|. Reported procedure: To (S)-2-Amino-4-[4-(4-benzoylamino-phenoxy)-6-methoxy-quinolin-7-yloxy]-butyric acid cyclopentyl ester (37 mg, 0.066 mmol) in anhydrous methanol (1 ml) were added 100 μL of a 1 M solution of isobutyraldehyde in methanol and 1 drop of acetic acid. The reaction mixture was stirred at room temperature for 3 hours. Sodium cyanoborohydride (10.3 mg, 0.165 mmol) was then added and the reaction was left stirring 4 hours at room temperature, prior to concentration under vacuum. Purification by preparat...